From a dataset of the Open Reaction Database (ORD), a public repository of structured organic reaction records. describe an organic reaction: reactants, conditions, products, and yield Reactants: B(Br)(Br)Br (boron tribromide), ClC=1C=C(C=C(C1OC1=NC=C(C=C1Cl)C(F)(F)F)Cl)OCC1=CC=CC=C1 (3,5-dichloro-4-(3-chloro-5-trifluoromethyl-2-pyridyloxy)-1-benzyloxybenzene), crude product, Cl (hydrochloric acid). Solvent: C(Cl)Cl (methylene chloride), C(Cl)Cl (methylene chloride). Product: ClC=1C=C(C=C(C1OC1=NC=C(C=C1Cl)C(F)(F)F)Cl)O (3,5-dichloro-4-(3-chloro-5-trifluoromethyl-2-pyridyloxy)phenol). Yield: 92.7%. Reaction SMILES: [Cl:1][C:2]1[CH:3]=[C:4]([O:21]CC2C=CC=CC=2)[CH:5]=[C:6]([Cl:20])[C:7]=1[O:8][C:9]1[C:14]([Cl:15])=[CH:13][C:12]([C:16]([F:19])([F:18])[F:17])=[CH:11][N:10]=1.B(Br)(Br)Br.Cl>C(Cl)Cl>[Cl:1][C:2]1[CH:3]=[C:4]([OH:21])[CH:5]=[C:6]([Cl:20])[C:7]=1[O:8][C:9]1[C:14]([Cl:15])=[CH:13][C:12]([C:16]([F:19])([F:17])[F:18])=[CH:11][N:10]=1. Procedure details: Then, 1.39 g of 3,5-dichloro-4-(3-chloro-5-trifluoromethyl-2-pyridyloxy)-1-benzyloxybenzene and 20 ml of methylene chloride were charged into a reaction vessel, and a solution of boron tribromide (1.63 g) in methylene chloride (10 ml) was added dropwise with stirring under ice cooling (-10° C. to 0° C.). After stirring for one hour under ice cooling, the mixture was poured into 10% hydrochloric acid and extracted twice with 50 ml of methylene chloride. Then, the organic layers were combined, was... Reactants: Cc1ccc(Oc2ccc(Nc3ncnc4[nH]nc(OCCCl)c34)cc2C)cn1, OC1CCNC1. Product: Cc1ccc(Oc2ccc(Nc3ncnc4[nH]nc(OCCN5CCC(O)C5)c34)cc2C)cn1. RXN SMILES: [Cl:1][CH2:2][CH2:3][O:4][c:5]1[n:6][nH:7][c:8]2[n:9][cH:10][n:11][c:12]([NH:14][c:15]3[cH:16][c:17]([CH3:29])[c:18]([O:21][c:22]4[cH:23][n:24][c:25]([CH3:28])[cH:26][cH:27]4)[cH:19][cH:20]3)[c:13]12.[NH:30]1[CH2:31][CH:32]([OH:35])[CH2:33][CH2:34]1>>[CH2:2]([CH2:3][O:4][c:5]1[n:6][nH:7][c:8]2[n:9][cH:10][n:11][c:12]([NH:14][c:15]3[cH:16][c:17]([CH3:29])[c:18]([O:21][c:22]4[cH:23][n:24][c:25]([CH3:28])[cH:26][cH:27]4)[cH:19][cH:20]3)[c:13]12)[N:30]1[CH2:31][CH:32]([OH:35])[CH2:33][CH2:34]1. The reactants are C(C)(=O)[O-].[K+] (potassium acetate), Cl.FC(C=1C=C(OCCCCNCC2=CC=CC=C2)C=CC1)(F)F (N-[4-[3-(trifluoromethyl)phenoxy]butyl]benzenemethaneamine hydrochloride), C=O (paraformaldehyde), S1C=CC=C1 (thiophene), [H][H] (hydrogen). The reagents and catalysts are [Pd] (palladium on carbon). Solvent: CO (methanol). The product is Cl.CN(CC1=CC=CC=C1)CCCCOC1=CC(=CC=C1)C(F)(F)F (N-methyl-N-[4-[3-(trifluoro-methyl)phenoxy]butyl]benzenemethanamine hydrochloride). Yield: 73.0%. As a reaction SMILES: [ClH:1].[F:2][C:3]([F:24])([F:23])[C:4]1[CH:5]=[C:6]([CH:20]=[CH:21][CH:22]=1)[O:7][CH2:8][CH2:9][CH2:10][CH2:11][NH:12][CH2:13][C:14]1[CH:19]=[CH:18][CH:17]=[CH:16][CH:15]=1.C=O.S1C=CC=[CH:28]1.C([O-])(=O)C.[K+].[H][H]>CO.[Pd]>[ClH:1].[CH3:28][N:12]([CH2:11][CH2:10][CH2:9][CH2:8][O:7][C:6]1[CH:20]=[CH:21][CH:22]=[C:4]([C:3]([F:23])([F:24])[F:2])[CH:5]=1)[CH2:13][C:14]1[CH:15]=[CH:16][CH:17]=[CH:18][CH:19]=1 |f:0.1,4.5,9.10|. Reported procedure: A mixture of intermediate 7 (0.03 mol) and paraformaldehyde (2 g) in methanol (150 ml) was hydrogenated with palladium on carbon (2 g) as a catalyst in the presence of thiophene (4%, 2 ml) and potassium acetate (4 g). After uptake of hydrogen gas (1 equivalent), the catalyst was filtered off and the filtrate was evaporated. The residue was stirred in water and this mixture was extracted with DCM. The separated organic layer was dried, filtered, and the solvent evaporated. The residue was dissolv... Reactants: [Na+].C(=O)O[O-].[Na+].C(=O)O[O-] (sodium methaneperoxoate sodium), O1CCOCC1 (dioxane), ClC1=CC2=C(NC(=N2)C(F)(F)F)C=C1I (5-chloro-6-iodo-2-(trifluoromethyl)-1H-1,3-benzodiazole), ClC=1C=C(C=C(C1)Cl)B(O)O ((3,5-dichlorophenyl)boronic acid). The reagents and catalysts are C=1C=CC(=CC1)[P](C=2C=CC=CC2)(C=3C=CC=CC3)[Pd]([P](C=4C=CC=CC4)(C=5C=CC=CC5)C=6C=CC=CC6)([P](C=7C=CC=CC7)(C=8C=CC=CC8)C=9C=CC=CC9)[P](C=1C=CC=CC1)(C=1C=CC=CC1)C=1C=CC=CC1 (Pd(PPh3)4). Run in O (water). Reaction conditions: temperature 100 celsius, time 8 hour. The product is ClC=1C(=CC2=C(N=C(N2)C(F)(F)F)C1)C1=CC(=CC(=C1)Cl)Cl (6-chloro-5-(3,5-dichlorophenyl)-2-trifluoromethylbenzimidazole), product. Reaction SMILES: [Cl:1][C:2]1[C:14](I)=[CH:13][C:5]2[NH:6][C:7]([C:9]([F:12])([F:11])[F:10])=[N:8][C:4]=2[CH:3]=1.[Cl:16][C:17]1[CH:18]=[C:19](B(O)O)[CH:20]=[C:21]([Cl:23])[CH:22]=1.O1CCOCC1.[Na+].C(O[O-])=O.[Na+].C(O[O-])=O>C1C=CC([P]([Pd]([P](C2C=CC=CC=2)(C2C=CC=CC=2)C2C=CC=CC=2)([P](C2C=CC=CC=2)(C2C=CC=CC=2)C2C=CC=CC=2)[P](C2C=CC=CC=2)(C2C=CC=CC=2)C2C=CC=CC=2)(C2C=CC=CC=2)C2C=CC=CC=2)=CC=1.O>[Cl:1][C:2]1[C:14]([C:19]2[CH:18]=[C:17]([Cl:16])[CH:22]=[C:21]([Cl:23])[CH:20]=2)=[CH:13][C:5]2[NH:6][C:7]([C:9]([F:12])([F:11])[F:10])=[N:8][C:4]=2[CH:3]=1 |f:3.4.5.6,^1:46,48,67,86|. Reported procedure: Compound number 247 (i.e., 6-chloro-5-(3,5-dichlorophenyl)-2-trifluoromethylbenzimidazole) was prepared as follows. A 100-mL round-bottom flask was purged and maintained with an inert atmosphere of nitrogen. 5-chloro-6-iodo-2-(trifluoromethyl)-1H-1,3-benzodiazole (200 mg, 0.58 mmol, 1.00 equiv), (3,5-dichlorophenyl)boronic acid (110 mg, 0.58 mmol, 2.00 equiv), dioxane (15 mL), Pd(PPh3)4 (66.8 mg, 0.06 mmol, 0.10 equiv), water (5 mL) and sodium methaneperoxoate sodium (183.8 mg, 1.72 mmol, 3.00 e... Reactants: COC1=CC=C(CN2C(N3C(C4=C2N=CC(=C4)CN4CCN(CC4)C(=O)OC(C)(C)C)=NC=N3)=O)C=C1 (tert-Butyl 4-((6-(4-methoxybenzyl)-5-oxo-5,6-dihydropyrido[3,2-e][1,2,4]triazolo[1,5-c]pyrimidin-9-yl)methyl)piperazine-1-carboxylate), BrC1=CC=2C=3N(C(N(C2N=C1)CC1=CC=C(C=C1)OC)=O)N=CN3 (9-Bromo-6-(4-methoxybenzyl)pyrido[3,2-e][1,2,4]triazolo[1,5-c]pyrimidin-5(6H)-one), C(C)(C)(C)OC(=O)N1CCN(CC1)C[B-](F)(F)F.[K+] (potassium ((4-(tert-butoxycarbonyl)piperazin-1-yl)methyl)trifluoroborate), C1(CCCCC1)P(C1=C(C=CC=C1)C1=C(C=C(C=C1C(C)C)C(C)C)C(C)C)C1CCCCC1 (dicyclohexyl(2′,4′,6′-triisopropylbiphenyl-2-yl)phosphine), C(=O)([O-])[O-].[Cs+].[Cs+] (Cs2CO3). The reagents and catalysts are CC(=O)[O-].CC(=O)[O-].[Pd+2] (Pd(OAc)2). Run in O1CCOCC1.O (dioxane water). Reaction conditions: temperature 80 celsius. Yields the product COC1=CC=C(CN2C(N3C(C4=C2N=CC(=C4)CN4CCNCC4)=NC=N3)=O)C=C1 (6-(4-Methoxybenzyl)-9-(piperazin-1-ylmethyl)pyrido[3,2-e][1,2,4]triazolo[1,5-c]pyrimidin-5(6H)-one). Isolated yield 29.0%. RXN SMILES: [CH3:1][O:2][C:3]1[CH:37]=[CH:36][C:6]([CH2:7][N:8]2[C:13]3[N:14]=[CH:15][C:16]([CH2:18][N:19]4[CH2:24][CH2:23][N:22](C(OC(C)(C)C)=O)[CH2:21][CH2:20]4)=[CH:17][C:12]=3[C:11]3=[N:32][CH:33]=[N:34][N:10]3[C:9]2=[O:35])=[CH:5][CH:4]=1.BrC1C=NC2N(CC3C=CC(OC)=CC=3)C(=O)N3N=CN=C3C=2C=1.C(OC(N1CCN(C[B-](F)(F)F)CC1)=O)(C)(C)C.[K+].C1(P(C2CCCCC2)C2C=CC=CC=2C2C(C(C)C)=CC(C(C)C)=CC=2C(C)C)CCCCC1.C([O-])([O-])=O.[Cs+].[Cs+]>CC([O-])=O.CC([O-])=O.[Pd+2].O1CCOCC1.O>[CH3:1][O:2][C:3]1[CH:4]=[CH:5][C:6]([CH2:7][N:8]2[C:13]3[N:14]=[CH:15][C:16]([CH2:18][N:19]4[CH2:24][CH2:23][NH:22][CH2:21][CH2:20]4)=[CH:17][C:12]=3[C:11]3=[N:32][CH:33]=[N:34][N:10]3[C:9]2=[O:35])=[CH:36][CH:37]=1 |f:2.3,5.6.7,8.9.10,11.12|. Reported procedure: tert-Butyl 4-((6-(4-methoxybenzyl)-5-oxo-5,6-dihydropyrido[3,2-e][1,2,4]triazolo[1,5-c]pyrimidin-9-yl)methyl)piperazine-1-carboxylate. 9-Bromo-6-(4-methoxybenzyl)pyrido[3,2-e][1,2,4]triazolo[1,5-c]pyrimidin-5(6H)-one (Example 1, 562.00 mg; 1.46 mmol), potassium ((4-(tert-butoxycarbonyl)piperazin-1-yl)methyl)trifluoroborate (568.00 mg; 1.86 mmol), dicyclohexyl(2′,4′,6′-triisopropylbiphenyl-2-yl)phosphine (60.00 mg; 0.13 mmol;), Pd(OAc)2 (30.00 mg; 0.13 mmol), Cs2CO3 (1.76 g; 5.40 mmol), and degas... Reactants: C(=O)([O-])[O-].[Na+].[Na+] (Na2CO3), FC=1C=CC2=C(CS(N2CC2=CC=C(C=C2)OC)(=O)=O)C1[N+](=O)[O-] (5-fluoro-1,3-dihydro-1-[(4-methoxyphenyl)methyl]-4-nitro-2,1-benzisothiazole 2,2-dioxide), Cl[Sn]Cl.O (SnCl2.H2O). Solvent: C(C)(=O)OCC (ethyl acetate), C(C)(=O)OCC (ethyl acetate). Reaction conditions: time 12 hour. The product is FC1=CC=C2C(CS(N2CC2=CC=C(C=C2)OC)(=O)=O)=C1N (5-Fluoro-1,3-dihydro-1-[(4-methoxyphenyl)methyl]-2,1-benzisothiazol-4-amine 2,2-dioxide). Isolated yield 95.8%. As a reaction SMILES: [F:1][C:2]1[CH:3]=[CH:4][C:5]2[N:9]([CH2:10][C:11]3[CH:16]=[CH:15][C:14]([O:17][CH3:18])=[CH:13][CH:12]=3)[S:8](=[O:20])(=[O:19])[CH2:7][C:6]=2[C:21]=1[N+:22]([O-])=O.Cl[Sn]Cl.O.C([O-])([O-])=O.[Na+].[Na+]>C(OCC)(=O)C>[F:1][C:2]1[C:21]([NH2:22])=[C:6]2[CH2:7][S:8](=[O:20])(=[O:19])[N:9]([CH2:10][C:11]3[CH:12]=[CH:13][C:14]([O:17][CH3:18])=[CH:15][CH:16]=3)[C:5]2=[CH:4][CH:3]=1 |f:1.2,3.4.5|. Procedure details: A mixture of 5-fluoro-1,3-dihydro-1-[(4-methoxyphenyl)methyl]-4-nitro-2,1-benzisothiazole 2,2-dioxide (1.54 g, 4.37 mmol) and SnCl2.H2O (4.93 g, 21.9 mmol) in ethyl acetate (200 mL) was heated at reflux for 3 h. Then the reaction mixture was cooled, diluted with ethyl acetate (200 mL) and solid Na2CO3 (15 g) was added. The resulting mixture was vigorously stirred for 12 h and filtered through a pad of diatomaceous earth (Celite®). The filtrate was concentrated and the residue was subjected to fl... Reactants: ice, C(CCCCCCCCCCCCC)=O (tetradecanal), C(C)(=O)O (acetic acid), [C-]#N.[K+] (potassium cyanide). Solvent: C(C)OCC (diethyl ether). Run at time 72 hour. The product is OC(C#N)CCCCCCCCCCCCC (2-hydroxypentadecanenitrile). The yield is 22.0%. RXN SMILES: [CH:1](=[O:15])[CH2:2][CH2:3][CH2:4][CH2:5][CH2:6][CH2:7][CH2:8][CH2:9][CH2:10][CH2:11][CH2:12][CH2:13][CH3:14].C(O)(=O)C.[C-:20]#[N:21].[K+]>C(OCC)C>[OH:15][CH:1]([CH2:2][CH2:3][CH2:4][CH2:5][CH2:6][CH2:7][CH2:8][CH2:9][CH2:10][CH2:11][CH2:12][CH2:13][CH3:14])[C:20]#[N:21] |f:2.3|. Reported procedure: To an ice-cooled solution of tetradecanal (18.75 g) in diethyl ether (100 ml) was added acetic acid (5.66 ml) and potassium cyanide (6.64 g). The mixture was warmed to room temperature and stirred for 72 hours. The resulting solution was washed with water, and the aqueous phase was extracted with diethyl ether (50 ml). The combined organic phase was dried, and concentrated to dryness. The residue was purified by silica gel chromatography and triturated in diisopropyl ether (10 ml) to give 2-hydr...